Dataset: the Open Reaction Database (ORD), a public repository of structured organic reaction records. Task: describe an organic reaction: reactants, conditions, products, and yield Starting materials: CS(=O)(=O)C=1C=C(C(=O)OC)C=CC1C(F)(F)F (methyl 3-methylsulfonyl-4-trifluoromethylbenzoate), NC(=N)N (guanidine), CS(=O)(=O)C=1C=C(C(=O)OC)C=CC1Br (methyl 3-methylsulfonyl-4-bromobenzoate), FC(C(=O)[O-])(F)F.[K+] (potassium trifluoroacetate). The reagents and catalysts are [I-].C[N+](C)(C)C (tetramethylammonium iodide), [Cu]I (CuI). Run in CO (methanol), C1(=CC=CC=C1)C (toluene). Run at time 45 minute. The product is NC(=NC(C1=CC(=C(C=C1)C(F)(F)F)S(=O)(=O)C)=O)N (N-diaminomethylene3-methylsulfonyl-4-trifluoromethylbenzamide). RXN SMILES: [CH3:1][S:2]([C:5]1[CH:6]=[C:7]([CH:12]=[CH:13][C:14]=1[C:15]([F:18])([F:17])[F:16])[C:8](OC)=[O:9])(=[O:4])=[O:3].CS(C1C=C(C=CC=1Br)C(OC)=O)(=O)=O.FC(F)(F)C([O-])=O.[K+].[NH2:42][C:43]([NH2:45])=[NH:44]>[I-].C[N+](C)(C)C.C1(C)C=CC=CC=1.CO.[Cu]I>[NH2:44][C:43]([NH2:45])=[N:42][C:8](=[O:9])[C:7]1[CH:12]=[CH:13][C:14]([C:15]([F:18])([F:17])[F:16])=[C:5]([S:2]([CH3:1])(=[O:4])=[O:3])[CH:6]=1 |f:2.3,5.6|. Procedure details: 1.1 g of methyl 3-methylsulfonyl-4-trifluoromethylbenzoate [m.p. 146°-147°; obtainable by reaction of methyl 3-methylsulfonyl-4-bromobenzoate with potassium trifluoroacetate in the presence of CuI and tetramethylammonium iodide in toluene] are added to a solution of 928 mg of guanidine in 15 ml of methanol. The mixture is stirred for 45 minutes at 50° and, after removal of the solvent and customary working up, N-diaminomethylene3-methylsulfonyl-4-trifluoromethylbenzamide, m.p. 233°-234°, is obta... Reactants: OC1=NC=C(C=C1[N+](=O)[O-])C (2-hydroxy-5-methyl-3-nitropyridine), S(=O)(Cl)Cl (thionyl chloride). The solvent is CN(C=O)C (N,N-dimethylformamide). The product is ClC1=NC=C(C=C1[N+](=O)[O-])C (2-Chloro-5-methyl-3-nitropyridine). As a reaction SMILES: O[C:2]1[C:7]([N+:8]([O-:10])=[O:9])=[CH:6][C:5]([CH3:11])=[CH:4][N:3]=1.S(Cl)([Cl:14])=O>CN(C)C=O>[Cl:14][C:2]1[C:7]([N+:8]([O-:10])=[O:9])=[CH:6][C:5]([CH3:11])=[CH:4][N:3]=1. Procedure details: 5 g of 2-hydroxy-5-methyl-3-nitropyridine are dissolved in 32 cm3 of thionyl chloride to which 2 cm3 of N,N-dimethylformamide have been added. The mixture is then brought to reflux for 2 hours. After removing the solvent under partial vacuum, the product is distributed between distilled water (30 cm3) and chloroform (3×100 cm3). The chloroform fractions are combined, dried over MgSO4, filtered and then concentrated under vacuum. The residue is recrystallized from ethanol/water. Yd.: 60-65% Reactants: FC(C=1C=C(C=CC1)[C@@H](C)OC(NC=1C(=NOC1C1=C(C=C(C=C1)Br)OC)C)=O)(F)F ([5-(4-bromo-2-methoxy-phenyl)-3-methyl-isoxazol-4-yl]-carbamic acid (R)-1-(3-trifluoromethyl-phenyl)-ethyl ester), CC1(OB(OC1(C)C)C1=CC=C(C=C1)C1(CC1)C(=O)NS(=O)(=O)C)C (N-{1-[4-(4,4,5,5-tetramethyl-[1,3,2]dioxaborolan-2-yl)-phenyl]-cyclopropanecarbonyl}-methanesulfonamide). Yields the product FC(C=1C=C(C=CC1)[C@@H](C)OC(NC=1C(=NOC1C1=C(C=C(C=C1)C1=CC=C(C=C1)C1(CC1)C(=O)NS(=O)(=O)C)OC)C)=O)(F)F ({5-[4′-(1-Methanesulfonylaminocarbonyl-cyclopropyl)-3-methoxy-biphenyl-4-yl]-3-methyl-isoxazol-4-yl}-carbamic acid (R)-1-(3-trifluoromethyl-phenyl)-ethyl ester). RXN SMILES: [F:1][C:2]([F:31])([F:30])[C:3]1[CH:4]=[C:5]([C@H:9]([O:11][C:12](=[O:29])[NH:13][C:14]2[C:15]([CH3:28])=[N:16][O:17][C:18]=2[C:19]2[CH:24]=[CH:23][C:22](Br)=[CH:21][C:20]=2[O:26][CH3:27])[CH3:10])[CH:6]=[CH:7][CH:8]=1.CC1(C)C(C)(C)OB([C:40]2[CH:45]=[CH:44][C:43]([C:46]3([C:49]([NH:51][S:52]([CH3:55])(=[O:54])=[O:53])=[O:50])[CH2:48][CH2:47]3)=[CH:42][CH:41]=2)O1>>[F:1][C:2]([F:31])([F:30])[C:3]1[CH:4]=[C:5]([C@H:9]([O:11][C:12](=[O:29])[NH:13][C:14]2[C:15]([CH3:28])=[N:16][O:17][C:18]=2[C:19]2[CH:24]=[CH:23][C:22]([C:40]3[CH:41]=[CH:42][C:43]([C:46]4([C:49]([NH:51][S:52]([CH3:55])(=[O:54])=[O:53])=[O:50])[CH2:48][CH2:47]4)=[CH:44][CH:45]=3)=[CH:21][C:20]=2[O:26][CH3:27])[CH3:10])[CH:6]=[CH:7][CH:8]=1. Procedure details: Prepared according to the procedure described in Example 1, Step 6 using [5-(4-bromo-2-methoxy-phenyl)-3-methyl-isoxazol-4-yl]-carbamic acid (R)-1-(3-trifluoromethyl-phenyl)-ethyl ester and N-{1-[4-(4,4,5,5-tetramethyl-[1,3,2]dioxaborolan-2-yl)-phenyl]-cyclopropanecarbonyl}-methanesulfonamide. Reaction SMILES: C[O:2][C:3](=[O:28])[CH2:4][C:5]1[C:6]([CH3:27])=[N:7][N:8]([CH2:11][C:12]2[CH:17]=[CH:16][C:15]([CH:18]([OH:26])[CH2:19][C:20]3[CH:25]=[CH:24][CH:23]=[CH:22][CH:21]=3)=[CH:14][CH:13]=2)[C:9]=1[CH3:10].CC(OI1(OC(C)=O)(OC(C)=O)OC(=O)C2C=CC=CC1=2)=O.[OH-].[Na+].Cl>ClCCl.O1CCOCC1.O>[CH3:27][C:6]1[C:5]([CH2:4][C:3]([OH:28])=[O:2])=[C:9]([CH3:10])[N:8]([CH2:11][C:12]2[CH:13]=[CH:14][C:15]([C:18](=[O:26])[CH2:19][C:20]3[CH:21]=[CH:22][CH:23]=[CH:24][CH:25]=3)=[CH:16][CH:17]=2)[N:7]=1 |f:2.3|. Yields the product CC1=NN(C(=C1CC(=O)O)C)CC1=CC=C(C=C1)C(CC1=CC=CC=C1)=O ([3,5-Dimethyl-1-(4-phenylacetyl-benzyl)-1H-pyrazol-4-yl]-acetic acid). The reactants are COC(CC=1C(=NN(C1C)CC1=CC=C(C=C1)C(CC1=CC=CC=C1)O)C)=O ({1-[4-(1-Hydroxy-2-phenyl-ethyl)-benzyl]-3,5-dimethyl-1H-pyrazol-4-yl}-acetic acid methyl ester), COC(CC=1C(=NN(C1C)CC1=CC=C(C=C1)C(CC1=CC=CC=C1)O)C)=O ({1-[4-(1-Hydroxy-2-phenyl-ethyl)-benzyl]-3,5-dimethyl-1H-pyrazol-4-yl}-acetic acid methyl ester), ester, Cl (HCl), [OH-].[Na+] (NaOH), CC(=O)OI1(C=2C=CC=CC2C(=O)O1)(OC(=O)C)OC(=O)C (Dess-Martin periodinane). Solvent: ClCCl (dichloromethane), O1CCOCC1 (dioxane), O (water). Reported procedure: Oxidation: {1-[4-(1-Hydroxy-2-phenyl-ethyl)-benzyl]-3,5-dimethyl-1H-pyrazol-4-yl}-acetic acid methyl ester (intermediate 15.1.2, 100 mg, 0.26 mmol) was dissolved in 4 ml dichloromethane, cooled to 0° C. and Dess-Martin periodinane (135 mg, 0.32 mmol) was added to the solution. After warming to room temperature, the mixture was stirred for 3 h. The solvent was evaporated under reduced pressure. Saponification: The ester intermediate (70 mg, 0.19 mmol) was dissolved in 2 ml dioxane and aqueous NaO... Conditions: temperature 0 celsius, time 3 hour. Reactants: C1CCOC1, O=C1CC=C2N1CCN1C(=O)CC3CCCCC231. The product is O=C1CCC2N1CCN1C(=O)CC3CCCCC321. RXN SMILES: [O:19]1[CH2:20][CH2:21][CH2:22][CH2:23]1.[O:1]=[C:2]1[N:3]2[C:4]3([CH2:5][CH2:6][CH2:7][CH2:8][CH:9]3[CH2:10]1)[C:11]1=[CH:17][CH2:16][C:15](=[O:18])[N:12]1[CH2:13][CH2:14]2>>[O:1]=[C:2]1[N:3]2[C:4]3([CH2:5][CH2:6][CH2:7][CH2:8][CH:9]3[CH2:10]1)[CH:11]1[N:12]([CH2:13][CH2:14]2)[C:15](=[O:18])[CH2:16][CH2:17]1. Starting materials: CO, CSC1=NCCCCCN1, ClCCl, Cl, I, [Na+], [OH-], NCC(c1ccccc1)c1ccccc1. Yields the product c1ccc(C(CNC2=NCCCCCN2)c2ccccc2)cc1, Cl. RXN SMILES: [CH3:28][OH:29].[CH3:2][S:3][C:4]1=[N:11][CH2:10][CH2:9][CH2:8][CH2:7][CH2:6][NH:5]1.[Cl:32][CH2:33][Cl:34].[ClH:27].[IH:1].[Na+:31].[OH-:30].[c:12]1([CH:18]([CH2:19][NH2:20])[c:21]2[cH:22][cH:23][cH:24][cH:25][cH:26]2)[cH:13][cH:14][cH:15][cH:16][cH:17]1>>[C:4]1([NH:20][CH2:19][CH:18]([c:12]2[cH:13][cH:14][cH:15][cH:16][cH:17]2)[c:21]2[cH:22][cH:23][cH:24][cH:25][cH:26]2)=[N:11][CH2:10][CH2:9][CH2:8][CH2:7][CH2:6][NH:5]1.[ClH:27].